This data is from the Open Reaction Database (ORD), a public repository of structured organic reaction records. The task is: describe an organic reaction: reactants, conditions, products, and yield Reactants: O (water), N1=CC=CC=C1 (pyridine), P(=O)(Cl)(Cl)Cl (phosphorus oxychloride), C(#N)C1=CC=C(C=C1)N1N=CC(=C1C=1C(N(C(N(C1C)C1=CC(=CC=C1)C(F)(F)F)=O)C)=O)S(=O)(=O)O ((+)-1-(4-cyanophenyl)-5-(3,6-dimethyl-2,4-dioxo-1-(3-trifluoromethylphenyl)-1,2,3,4-tetrahydropyrimidin-5-yl)-1H-pyrazole-4-sulfonic acid). The solvent is C(C)#N (acetonitrile), C(C)(=O)OCC (ethyl acetate). Yields the product C(#N)C1=CC=C(C=C1)N1N=CC(=C1C=1C(N(C(N(C1C)C1=CC(=CC=C1)C(F)(F)F)=O)C)=O)S(=O)(=O)Cl (1-(4-cyanophenyl)-5-(3,6-dimethyl-2,4-dioxo-1-(3-trifluoromethylphenyl)-1,2,3,4-tetrahydropyrimidin-5-yl)-1H-pyrazole-4-sulfonic acid chloride). The yield is 101.2%. As a reaction SMILES: [C:1]([C:3]1[CH:8]=[CH:7][C:6]([N:9]2[C:13]([C:14]3[C:15](=[O:33])[N:16]([CH3:32])[C:17](=[O:31])[N:18]([C:21]4[CH:26]=[CH:25][CH:24]=[C:23]([C:27]([F:30])([F:29])[F:28])[CH:22]=4)[C:19]=3[CH3:20])=[C:12]([S:34]([OH:37])(=O)=[O:35])[CH:11]=[N:10]2)=[CH:5][CH:4]=1)#[N:2].N1C=CC=CC=1.P(Cl)(Cl)([Cl:46])=O.O>C(#N)C.C(OCC)(=O)C>[C:1]([C:3]1[CH:8]=[CH:7][C:6]([N:9]2[C:13]([C:14]3[C:15](=[O:33])[N:16]([CH3:32])[C:17](=[O:31])[N:18]([C:21]4[CH:26]=[CH:25][CH:24]=[C:23]([C:27]([F:30])([F:29])[F:28])[CH:22]=4)[C:19]=3[CH3:20])=[C:12]([S:34]([Cl:46])(=[O:37])=[O:35])[CH:11]=[N:10]2)=[CH:5][CH:4]=1)#[N:2]. Procedure details: To a suspension of (+)-1-(4-cyanophenyl)-5-(3,6-dimethyl-2,4-dioxo-1-(3-trifluoromethylphenyl)-1,2,3,4-tetrahydropyrimidin-5-yl)-1H-pyrazole-4-sulfonic acid (prepared in Example 196) (315 mg) in acetonitrile (2.2 ml) were added pyridine (94 mg) and phosphorus oxychloride (365 mg) and the resulting mixture was stirred at room temperature for thirty minutes. To the reaction mixture was added water (5 ml) followed by an addition of ethyl acetate (10 ml×2) such that the intended products were extrac... Reactants: ClC1=CC=C2C(=CNC2=C1)C(=O)N1CCC(CC1)C1=C(C=CC=C1)OC ((6-chloro-1H-indol-3-yl)-[4-(2-methoxy-phenyl)-piperidin-1-yl]-methanone), ClCC1=CC(=CC(=C1)F)F (1-chloromethyl-3,5-difluoro-benzene). The product is ClC1=CC=C2C(=CN(C2=C1)CC1=CC(=CC(=C1)F)F)C(=O)N1CCC(CC1)C1=C(C=CC=C1)OC ([6-Chloro-1-(3,5-difluoro-benzyl)-1H-indol-3-yl]-[4-(2-methoxy-phenyl)-piperidin-1-yl]-methanone). Reaction SMILES: [Cl:1][C:2]1[CH:10]=[C:9]2[C:5]([C:6]([C:11]([N:13]3[CH2:18][CH2:17][CH:16]([C:19]4[CH:24]=[CH:23][CH:22]=[CH:21][C:20]=4[O:25][CH3:26])[CH2:15][CH2:14]3)=[O:12])=[CH:7][NH:8]2)=[CH:4][CH:3]=1.Cl[CH2:28][C:29]1[CH:34]=[C:33]([F:35])[CH:32]=[C:31]([F:36])[CH:30]=1>>[Cl:1][C:2]1[CH:10]=[C:9]2[C:5]([C:6]([C:11]([N:13]3[CH2:18][CH2:17][CH:16]([C:19]4[CH:24]=[CH:23][CH:22]=[CH:21][C:20]=4[O:25][CH3:26])[CH2:15][CH2:14]3)=[O:12])=[CH:7][N:8]2[CH2:28][C:29]2[CH:34]=[C:33]([F:35])[CH:32]=[C:31]([F:36])[CH:30]=2)=[CH:4][CH:3]=1. Procedure: Following general procedure II, the alkylation of (6-chloro-1H-indol-3-yl)-[4-(2-methoxy-phenyl)-piperidin-1-yl]-methanone (preparation described herein), with (commercially available) 1-chloromethyl-3,5-difluoro-benzene gave the title compound. Reactants: CC(=O)O, COc1ccc(C(=O)N2c3ccccc3C(N)CC2C)cc1, CO, O=C1CCCC1. The product is COc1ccc(C(=O)N2c3ccccc3C(NC3CCCC3)CC2C)cc1. Reaction SMILES: [C:29]([OH:30])(=[O:31])[CH3:32].[CH3:1][O:2][c:3]1[cH:4][cH:5][c:6]([C:7](=[O:8])[N:9]2[CH:10]([CH3:20])[CH2:11][CH:12]([NH2:19])[c:13]3[cH:14][cH:15][cH:16][cH:17][c:18]32)[cH:21][cH:22]1.[CH3:33][OH:34].[O:23]=[C:24]1[CH2:25][CH2:26][CH2:27][CH2:28]1>>[CH3:1][O:2][c:3]1[cH:4][cH:5][c:6]([C:7](=[O:8])[N:9]2[CH:10]([CH3:20])[CH2:11][CH:12]([NH:19][CH:24]3[CH2:25][CH2:26][CH2:27][CH2:28]3)[c:13]3[cH:14][cH:15][cH:16][cH:17][c:18]32)[cH:21][cH:22]1.